Task: describe an organic reaction: reactants, conditions, products, and yield. Dataset: the Open Reaction Database (ORD), a public repository of structured organic reaction records Reaction SMILES: [CH3:40][N:41]([CH3:42])[CH2:43][CH2:44][CH2:45][N:46]=[C:47]=[N:48][CH2:49][CH3:50].[CH3:61][N:62]([CH3:63])[CH:64]=[O:65].[Cl:25][c:26]1[c:27]([C:35]([F:36])([F:37])[F:38])[cH:28][c:29]([C:30](=[O:31])[OH:32])[cH:33][cH:34]1.[ClH:39].[NH2:1][c:2]1[cH:3][c:4]([O:5][c:6]2[cH:7][cH:8][c:9]3[n:10]([n:11]2)[cH:12][c:13]([NH:15][C:16](=[O:17])[CH:18]2[CH2:19][CH2:20]2)[n:14]3)[cH:21][cH:22][c:23]1[CH3:24].[OH:51][n:52]1[c:53]2[cH:54][cH:55][cH:56][cH:57][c:58]2[n:59][n:60]1>>[NH:1]([c:2]1[cH:3][c:4]([O:5][c:6]2[cH:7][cH:8][c:9]3[n:10]([n:11]2)[cH:12][c:13]([NH:15][C:16](=[O:17])[CH:18]2[CH2:19][CH2:20]2)[n:14]3)[cH:21][cH:22][c:23]1[CH3:24])[C:30]([c:29]1[cH:28][c:27]([C:35]([F:36])([F:37])[F:38])[c:26]([Cl:25])[cH:34][cH:33]1)=[O:31]. Reactants: CCN=C=NCCCN(C)C, CN(C)C=O, O=C(O)c1ccc(Cl)c(C(F)(F)F)c1, Cl, Cc1ccc(Oc2ccc3nc(NC(=O)C4CC4)cn3n2)cc1N, On1nnc2ccccc21. The product is Cc1ccc(Oc2ccc3nc(NC(=O)C4CC4)cn3n2)cc1NC(=O)c1ccc(Cl)c(C(F)(F)F)c1. Reactants: ClC=1C=C(C(=O)O)C=C(C1)OC (3-Chloro-5-methoxybenzoic acid), [H-].[H-].[H-].[H-].[Li+].[Al+3] (LAH), Cl (HCl). Solvent: C1CCOC1 (THF). Reaction conditions: time 2 hour. Product: ClC=1C=C(CO)C=C(C1)OC (3-Chloro-5-methoxybenzyl alcohol). The yield is 86.5%. Reaction SMILES: [Cl:1][C:2]1[CH:3]=[C:4]([CH:8]=[C:9]([O:11][CH3:12])[CH:10]=1)[C:5](O)=[O:6].[H-].[H-].[H-].[H-].[Li+].[Al+3].Cl>C1COCC1>[Cl:1][C:2]1[CH:3]=[C:4]([CH:8]=[C:9]([O:11][CH3:12])[CH:10]=1)[CH2:5][OH:6] |f:1.2.3.4.5.6|. Procedure: To a solution of 38a (1.0 g, 5.36 mmol, 1.0 equiv.) in 30 mL of THF was added LAH (0.20 g, 5.36 mmol, 1.0 equiv.) in several portions. The mixture was stirred at room temperature for 2 h, and poured into 50 mL of 1M aqueous HCl. The aqueous layer was extracted twice with 30 mL of EtOAc. The combined EtOAc extracts were washed with 40 mL of saturated NaHCO3, 40 mL of brine, dried over Na2SO4, and evaporated in vacuo to give 0.8 g of a white solid. 1H-NMR (DMSO-d6): δ 6.93 (s, 1H), 6.87 (m, 1H), 6...